Dataset: the Open Reaction Database (ORD), a public repository of structured organic reaction records. Task: describe an organic reaction: reactants, conditions, products, and yield Reactants: C1(=CC=CC=C1)C(C1=CC=CC=C1)(C1=CC=CC=C1)NC=1SC=C(N1)/C(/C(=O)O)=N/OC(C1=CC(=C(C=C1)OC(C)=O)OC(C)=O)C(=O)OC(C1=CC=CC=C1)C1=CC=CC=C1 (2-(2-triphenylmethylamino-4-thiazolyl)-2-[Z-[diphenylmethyloxycarbonyl(3,4-diacetoxyphenyl)methyl]oxyimino]acetic acid), C1(=CC=CC=C1)C(C1=CC=CC=C1)OC(=O)C=1N2C([C@H]([C@H]2SCC1COC(C)=O)N)=O ((6R,7R)-7-amino-3-acetoxymethyl-8-oxo-5-thia-1-azabicyclo[4.2.0]oct-2-ene-2-carboxylic acid diphenylmethyl ester), ice, C1(CCCCC1)N=C=NC1CCCCC1 (dicyclohexylcarbodiimide). The solvent is ClCCl (dichloromethane). Run at time 4 hour. The product is C1(=CC=CC=C1)C(C1=CC=CC=C1)OC(=O)C=1N2C([C@H]([C@H]2SCC1COC(C)=O)NC(\C(=N/OC(C1=CC(=C(C=C1)OC(C)=O)OC(C)=O)C(=O)OC(C1=CC=CC=C1)C1=CC=CC=C1)\C=1N=C(SC1)NC(C1=CC=CC=C1)(C1=CC=CC=C1)C1=CC=CC=C1)=O)=O ((6R,7R)-7-[2-(2-triphenylmethylamino-4-thiazolyl)-2-[Z-[diphenylmethyloxycarbonyl(3,4-diacetoxyphenyl)methyl]oxyimino]acetamido]-3-acetoxymethyl-8-oxo-5-thia-1-azabicyclo[4.2.0]oct-2-ene-2-carboxylic acid diphenylmethyl ester). Yield: 53.9%. RXN SMILES: [C:1]1([C:7]([NH:20][C:21]2[S:22][CH:23]=[C:24](/[C:26](=[N:30]/[O:31][CH:32]([C:47]([O:49][CH:50]([C:57]3[CH:62]=[CH:61][CH:60]=[CH:59][CH:58]=3)[C:51]3[CH:56]=[CH:55][CH:54]=[CH:53][CH:52]=3)=[O:48])[C:33]3[CH:38]=[CH:37][C:36]([O:39][C:40](=[O:42])[CH3:41])=[C:35]([O:43][C:44](=[O:46])[CH3:45])[CH:34]=3)/[C:27](O)=[O:28])[N:25]=2)([C:14]2[CH:19]=[CH:18][CH:17]=[CH:16][CH:15]=2)[C:8]2[CH:13]=[CH:12][CH:11]=[CH:10][CH:9]=2)[CH:6]=[CH:5][CH:4]=[CH:3][CH:2]=1.[C:63]1([CH:69]([O:76][C:77]([C:79]2[N:80]3[C@H:83]([S:84][CH2:85][C:86]=2[CH2:87][O:88][C:89](=[O:91])[CH3:90])[C@H:82]([NH2:92])[C:81]3=[O:93])=[O:78])[C:70]2[CH:75]=[CH:74][CH:73]=[CH:72][CH:71]=2)[CH:68]=[CH:67][CH:66]=[CH:65][CH:64]=1.C1(N=C=NC2CCCCC2)CCCCC1>ClCCl>[C:63]1([CH:69]([O:76][C:77]([C:79]2[N:80]3[C@H:83]([S:84][CH2:85][C:86]=2[CH2:87][O:88][C:89](=[O:91])[CH3:90])[C@H:82]([NH:92][C:27](=[O:28])/[C:26](/[C:24]2[N:25]=[C:21]([NH:20][C:7]([C:14]4[CH:19]=[CH:18][CH:17]=[CH:16][CH:15]=4)([C:8]4[CH:9]=[CH:10][CH:11]=[CH:12][CH:13]=4)[C:1]4[CH:2]=[CH:3][CH:4]=[CH:5][CH:6]=4)[S:22][CH:23]=2)=[N:30]\[O:31][CH:32]([C:47]([O:49][CH:50]([C:57]2[CH:62]=[CH:61][CH:60]=[CH:59][CH:58]=2)[C:51]2[CH:56]=[CH:55][CH:54]=[CH:53][CH:52]=2)=[O:48])[C:33]2[CH:38]=[CH:37][C:36]([O:39][C:40](=[O:42])[CH3:41])=[C:35]([O:43][C:44](=[O:46])[CH3:45])[CH:34]=2)[C:81]3=[O:93])=[O:78])[C:70]2[CH:71]=[CH:72][CH:73]=[CH:74][CH:75]=2)[CH:68]=[CH:67][CH:66]=[CH:65][CH:64]=1. Procedure: To an ice-cooled solution containing the product obtained in Step 5 of Example 8 (3.0 g) and (6R,7R)-7-amino-3-acetoxymethyl-8-oxo-5-thia-1-azabicyclo[4.2.0]oct-2-ene-2-carboxylic acid diphenylmethyl ester (1.58 g) in dichloromethane (90 ml) was added dicyclohexylcarbodiimide (0.74 g), and the mixture was stirred at room temperature for 4 hours. Insoluble matters were filtered off, and the filtrate was concentrated under reduced pressure. The residue was redissolved in ethyl acetate and the inso... The reactants are COC1=NC(=NC(=C1)C)N (4-methoxy-6-methylpyrimidine-2-amine), C(=O)(OC)C1=C(CCC1)S(=O)(=O)N=C=O (2-Carbomethoxy-1-cyclopentene-1-sulfonyl Isocyanate). The solvent is C(C)#N (acetonitrile), C(C)#N (acetonitrile), solution, CCOCC (ether). Product: COC1=NC(=NC(=C1)C)NC(=O)NS(=O)(=O)C1=C(CCC1)C(=O)OC (Methyl 2-[[(4-Methoxy-6-methylpyrimidin-2-yl)aminocarbonyl]aminosulfonyl]-1-cyclopenten-1-carboxylate). RXN SMILES: [C:1]([C:5]1[CH2:9][CH2:8][CH2:7][C:6]=1[S:10]([N:13]=[C:14]=[O:15])(=[O:12])=[O:11])([O:3][CH3:4])=[O:2].[CH3:16][O:17][C:18]1[CH:23]=[C:22]([CH3:24])[N:21]=[C:20]([NH2:25])[N:19]=1>C(#N)C.CCOCC>[CH3:16][O:17][C:18]1[CH:23]=[C:22]([CH3:24])[N:21]=[C:20]([NH:25][C:14]([NH:13][S:10]([C:6]2[CH2:7][CH2:8][CH2:9][C:5]=2[C:1]([O:3][CH3:4])=[O:2])(=[O:11])=[O:12])=[O:15])[N:19]=1. Procedure: The sulfonyl isocyanate product (5 g) of Example 3 was diluted to a concentration of 1.5M with dry acetonitrile and 2.0 ml of this solution was added to a stirred suspension of 0.31 g 4-methoxy-6-methylpyrimidine-2-amine in 4.0 ml of dry acetonitrile under a nitrogen atmosphere at room temperature. After stirring several hours, the mixture was diluted with ether to precipitate the product which was collected by filtration and dried; m.p. 161°-163°. An infrared spectrum (nujol) exhibited absorpti... Reactants: C(C)(=O)C1=CC2=C(S1)C(CCC2(C)C)(C)C (2-acetyl-4,5,6,7-tetrahydro-4,4,7,7-tetramethylbenzo[b]thiophene), [BH4-].[Na+] (sodium borohydride). Run in C(C)O (ethanol). Conditions: time 2 hour. Product: CC(O)C1=CC2=C(S1)C(CCC2(C)C)(C)C (4,5,6,7-tetrahydro-α,4,4,7,7-pentamethylbenzo[b]thiophene-methanol). Yield: 92.3%. RXN SMILES: [C:1]([C:4]1[S:8][C:7]2[C:9]([CH3:16])([CH3:15])[CH2:10][CH2:11][C:12]([CH3:14])([CH3:13])[C:6]=2[CH:5]=1)(=[O:3])[CH3:2].[BH4-].[Na+]>C(O)C>[CH3:2][CH:1]([C:4]1[S:8][C:7]2[C:9]([CH3:15])([CH3:16])[CH2:10][CH2:11][C:12]([CH3:14])([CH3:13])[C:6]=2[CH:5]=1)[OH:3] |f:1.2|. Reported procedure: 21.7 g of 2-acetyl-4,5,6,7-tetrahydro-4,4,7,7-tetramethylbenzo[b]thiophene are dissolved in 250 ml of ethanol and the solution is treated gradually with 5.5 g of sodium borohydride. The mixture is left to come to room temperature and is stirred for a further 2 hours. The mixture is poured on to ice, extracted with ether, the organic phase is washed once with saturated sodium chloride solution, dried and evaporated. The crude product is filtered over silica gel (eluting agent hexane/ether 3:1) an... Starting materials: O=C1CC2C(CC(OC(=O)c3ccccc3)C2CO)O1, CC(C)(C)[Si](Cl)(c1ccccc1)c1ccccc1, ClCCl, CN(C)c1ccncc1, [Cl-], [NH4+], c1c[nH]cn1. Product: CC(C)(C)[Si](OCC1C(OC(=O)c2ccccc2)CC2OC(=O)CC21)(c1ccccc1)c1ccccc1. Reaction SMILES: [C:1]([c:2]1[cH:3][cH:4][cH:5][cH:6][cH:7]1)(=[O:8])[O:9][CH:10]1[CH:11]([CH2:19][OH:20])[CH:12]2[CH:13]([O:14][C:15](=[O:17])[CH2:16]2)[CH2:18]1.[C:26]([CH3:27])([CH3:28])([CH3:29])[Si:30]([Cl:31])([c:32]1[cH:33][cH:34][cH:35][cH:36][cH:37]1)[c:38]1[cH:39][cH:40][cH:41][cH:42][cH:43]1.[CH2:55]([Cl:56])[Cl:57].[CH3:46][N:47]([CH3:48])[c:49]1[cH:50][cH:51][n:52][cH:53][cH:54]1.[Cl-:44].[NH4+:45].[nH:21]1[cH:22][cH:23][n:24][cH:25]1>>[C:1]([c:2]1[cH:3][cH:4][cH:5][cH:6][cH:7]1)(=[O:8])[O:9][CH:10]1[CH:11]([CH2:19][O:20][Si:30]([C:26]([CH3:27])([CH3:28])[CH3:29])([c:32]2[cH:33][cH:34][cH:35][cH:36][cH:37]2)[c:38]2[cH:39][cH:40][cH:41][cH:42][cH:43]2)[CH:12]2[CH:13]([O:14][C:15](=[O:17])[CH2:16]2)[CH2:18]1. The reactants are C(#N)[C@H]1N(CCC1)C(=O)[C@H]1N([C@H]2[C@@H](C[C@@H]1C2)O)C(=O)OC(C)(C)C (tert-Butyl (1R,3S,4S,6R)-3-{[(2S)-2-cyano-1-pyrrolidinyl]carbonyl}-6-hydroxy-2-azabicyclo[2.2.1]heptane-2-carboxylate), FC1=NC=CC=C1 (2-fluoropyridine), [H-].[Na+] (sodium hydride). Solvent: CN(C=O)C (dimethylformamide), C(C)(=O)OCC (ethyl acetate). Run at time 50 minute. Yields the product C(#N)[C@H]1N(CCC1)C(=O)[C@H]1N([C@H]2[C@@H](C[C@@H]1C2)OC2=NC=CC=C2)C(=O)OC(C)(C)C (tert-Butyl (1R,3S,4S,6R)-3-{[(2S)-2-cyano-1-pyrrolidinyl]carbonyl}-6-(2-pyridinyloxy)-2-azabicyclo[2.2.1]heptane-2-carboxylate). Isolated yield 63.0%. RXN SMILES: [C:1]([C@@H:3]1[CH2:7][CH2:6][CH2:5][N:4]1[C:8]([C@@H:10]1[C@H:15]2[CH2:16][C@H:12]([C@H:13]([OH:17])[CH2:14]2)[N:11]1[C:18]([O:20][C:21]([CH3:24])([CH3:23])[CH3:22])=[O:19])=[O:9])#[N:2].F[C:26]1[CH:31]=[CH:30][CH:29]=[CH:28][N:27]=1.[H-].[Na+]>CN(C)C=O.C(OCC)(=O)C>[C:1]([C@@H:3]1[CH2:7][CH2:6][CH2:5][N:4]1[C:8]([C@@H:10]1[C@H:15]2[CH2:16][C@H:12]([C@H:13]([O:17][C:26]3[CH:31]=[CH:30][CH:29]=[CH:28][N:27]=3)[CH2:14]2)[N:11]1[C:18]([O:20][C:21]([CH3:24])([CH3:23])[CH3:22])=[O:19])=[O:9])#[N:2] |f:2.3|. Procedure: To a solution of tert-butyl (1R,3S,4S,6R)-3-{[(2S)-2-cyano-1-pyrrolidinyl]carbonyl}-6-hydroxy-2-azabicyclo[2.2.1]heptane-2-carboxylate obtained in Example 5-7 (209 mg) in dimethylformamide (2.5ml), were added 2-fluoropyridine (109 mg) and sodium hydride (60% in mineral oil, 25 mg). The mixture was then stirred at room temperature for 50 minutes. The reaction mixture was diluted with ethyl acetate, and washed successively with water and brine. The organic phase was dried over sodium sulfate and e...